Dataset: the Open Reaction Database (ORD), a public repository of structured organic reaction records. Task: describe an organic reaction: reactants, conditions, products, and yield Starting materials: CCC(=CC=O)c1cccc(CCc2ccc(C(O[SiH](C)C)C(C)(C)C)c(C(O[SiH](C)C)C(C)(C)C)c2)c1, BrC(Br)(Br)Br, [Zn], c1ccc(P(c2ccccc2)c2ccccc2)cc1. The product is CCC(=CC=C(Br)Br)c1cccc(CCc2ccc(C(O[SiH](C)C)C(C)(C)C)c(C(O[SiH](C)C)C(C)(C)C)c2)c1. RXN SMILES: [C:1]([CH3:2])([CH3:3])([CH3:4])[CH:5]([c:6]1[cH:7][c:8]([CH2:21][CH2:22][c:23]2[cH:24][c:25]([C:29](=[CH:30][CH:31]=[O:32])[CH2:33][CH3:34])[cH:26][cH:27][cH:28]2)[cH:9][cH:10][c:11]1[CH:12]([O:13][SiH:14]([CH3:15])[CH3:16])[C:17]([CH3:18])([CH3:19])[CH3:20])[O:35][SiH:36]([CH3:37])[CH3:38].[C:58]([Br:59])([Br:60])([Br:61])[Br:62].[Zn:63].[c:39]1([P:40]([c:41]2[cH:42][cH:43][cH:44][cH:45][cH:46]2)[c:47]2[cH:48][cH:49][cH:50][cH:51][cH:52]2)[cH:53][cH:54][cH:55][cH:56][cH:57]1>>[C:1]([CH3:2])([CH3:3])([CH3:4])[CH:5]([c:6]1[cH:7][c:8]([CH2:21][CH2:22][c:23]2[cH:24][c:25]([C:29](=[CH:30][CH:31]=[C:58]([Br:59])[Br:60])[CH2:33][CH3:34])[cH:26][cH:27][cH:28]2)[cH:9][cH:10][c:11]1[CH:12]([O:13][SiH:14]([CH3:15])[CH3:16])[C:17]([CH3:18])([CH3:19])[CH3:20])[O:35][SiH:36]([CH3:37])[CH3:38].